This data is from the Open Reaction Database (ORD), a public repository of structured organic reaction records. The task is: describe an organic reaction: reactants, conditions, products, and yield As a reaction SMILES: CO[C:3]([C:5]1[N:6]=[CH:7][C:8]2[C:13]([C:14]=1[OH:15])=[CH:12][CH:11]=[C:10]([O:16][C:17]1[CH:22]=[CH:21][CH:20]=[CH:19][CH:18]=1)[CH:9]=2)=[O:4].[CH3:23][O-:24].[Na+].[CH3:26][OH:27].Cl>O>[CH3:23][O:24][C:26](=[O:27])[C:13]([CH3:8])([CH3:12])[CH2:14][CH2:5][NH:6][C:3]([C:5]1[N:6]=[CH:7][C:8]2[C:13]([C:14]=1[OH:15])=[CH:12][CH:11]=[C:10]([O:16][C:17]1[CH:18]=[CH:19][CH:20]=[CH:21][CH:22]=1)[CH:9]=2)=[O:4] |f:1.2.3|. Solvent: O (water). Product: COC(C(CCNC(=O)C=1N=CC2=CC(=CC=C2C1O)OC1=CC=CC=C1)(C)C)=O (4-[(4-Hydroxy-7-phenoxy-isoquinoline-3-carbonyl)-amino]-2,2-dimethyl-butyric acid methyl ester). The yield is 46.7%. The reactants are COC(=O)C=1N=CC2=CC(=CC=C2C1O)OC1=CC=CC=C1 (4-hydroxy-7-phenoxy-isoquinoline-3-carboxylic acid methyl ester), 4-amino-2,2-dimethyl-butyric acid methyl ester, trifluoroacetic acid salt, C[O-].[Na+].CO (NaOMe MeOH), Cl (HCl). Reported procedure: A mixture of 4-hydroxy-7-phenoxy-isoquinoline-3-carboxylic acid methyl ester (80 mg, 0.27 mmol) and 4-amino-2,2-dimethyl-butyric acid methyl ester, trifluoroacetic acid salt (210 mg, 0.81 mmol) in 0.5 M NaOMe/MeOH solution (1.62 mL, 0.81 mmol) was microwaved at 130° C. for 3 h. The reaction mixture was diluted with water (50 mL), acidified by 1 N HCl to pH=3-4 and then extracted with EtOAc. Organic layer was washed with water, brine, dried over MgSO4, filtered and concentrated. Residue was purif... Starting materials: CCOC(=O)c1c(OCc2ccccc2)c2n(c1C(C)=O)CCN(C)C2=O, COC(C)(C)C, C[Si](C)(C)[N-][Si](C)(C)C, CI, [Li+], CN(C)C=O. Yields the product CCOC(=O)c1c(OCc2ccccc2)c2n(c1C(=O)CC)CCN(C)C2=O. RXN SMILES: [C:1]([CH3:2])(=[O:3])[c:4]1[c:5]([C:23](=[O:24])[O:25][CH2:26][CH3:27])[c:6]([O:15][CH2:16][c:17]2[cH:18][cH:19][cH:20][cH:21][cH:22]2)[c:7]2[n:8]1[CH2:9][CH2:10][N:11]([CH3:14])[C:12]2=[O:13].[C:45]([O:46][CH3:47])([CH3:48])([CH3:49])[CH3:50].[CH3:28][Si:29]([N-:30][Si:31]([CH3:32])([CH3:33])[CH3:34])([CH3:35])[CH3:36].[I:38][CH3:39].[Li+:37].[O:40]=[CH:41][N:42]([CH3:43])[CH3:44]>>[C:1]([CH2:2][CH3:28])(=[O:3])[c:4]1[c:5]([C:23](=[O:24])[O:25][CH2:26][CH3:27])[c:6]([O:15][CH2:16][c:17]2[cH:18][cH:19][cH:20][cH:21][cH:22]2)[c:7]2[n:8]1[CH2:9][CH2:10][N:11]([CH3:14])[C:12]2=[O:13]. Reactants: solution, C[Si](C)(C)C=[N+]=[N-] (trimethylsilyldiazomethane), hexanes, N1=CNC2=C1C=CC(=C2)C(=O)O (benzimidazole-5-carboxylic acid). Run in CO (MeOH). Yields the product COC(=O)C1=CC2=C(N=CN2)C=C1 (5-Methoxycarbonylbenzimidazole). RXN SMILES: [N:1]1[C:5]2[CH:6]=[CH:7][C:8]([C:10]([OH:12])=[O:11])=[CH:9][C:4]=2[NH:3][CH:2]=1.[CH3:13][Si](C=[N+]=[N-])(C)C>CO>[CH3:13][O:11][C:10]([C:8]1[CH:7]=[CH:6][C:5]2[N:1]=[CH:2][NH:3][C:4]=2[CH:9]=1)=[O:12]. Reported procedure: To a suspension of benzimidazole-5-carboxylic acid (100 mg, 0.616 mmol, 1 eq) in MeOH (4 mL) was added a 2N solution of trimethylsilyldiazomethane in hexanes (3×0.3 mL, 1.8 mmol, 3 eq). Nitrogen evolution was evident. Eventually a yellow color persisted. The reaction was quenched by the addition of a small amount of acetic acid. The MeOH was removed under reduced pressure and the mixture was purified by preparative thin layer chromatography (eluted with 7% MeOH in CH2Cl2) giving 66 mg of the des... Reactants: NC=1N=C(C2=C(N1)N(C=C2)[C@H]2[C@](O)([C@H](O)[C@H](O2)CO)C)Cl (2-Amino-4-chloro-7-(2-C-methyl-β-D-ribofuranosyl)-7H-pyrrolo[2,3-d]pyrimidine), N (ammonia), stainless steel. Product: NC=1N=C(C2=C(N1)N(C=C2)[C@H]2[C@](O)([C@H](O)[C@H](O2)CO)C)N (2,4-Diamino-7-(2-C-methyl-β-D-ribofuranosyl)-7H-pyrrolo[2,3-d]pyrimidine). Reaction SMILES: [NH2:1][C:2]1[N:3]=[C:4](Cl)[C:5]2[CH:10]=[CH:9][N:8]([C@@H:11]3[O:17][C@H:16]([CH2:18][OH:19])[C@@H:14]([OH:15])[C@@:12]3([CH3:20])[OH:13])[C:6]=2[N:7]=1.[NH3:22]>>[NH2:1][C:2]1[N:3]=[C:4]([NH2:22])[C:5]2[CH:10]=[CH:9][N:8]([C@@H:11]3[O:17][C@H:16]([CH2:18][OH:19])[C@@H:14]([OH:15])[C@@:12]3([CH3:20])[OH:13])[C:6]=2[N:7]=1. Reported procedure: A mixture of the product from Step B of Example 118 (24 mg) in aqueous ammonia (30%, 10 mL) was heated in a stainless steel autoclave at 100° C. overnight, then cooled and evaporated. The residue was purified on a silica gel column with CH2Cl2/MeOH (10/1 and 5/1) as the eluent to afford the title compound (15 mg). The reactants are C(C)OC(COC1=CC=CC=C1)OCC (phenoxyacetaldehyde diethyl acetal), O=P(Cl)(Cl)Cl (POCl3), CN(C)C=O (DMF). Yields the product O(C1=CC=CC=C1)C(C=O)=CN(C)C (2-(phenoxy)-3-dimethylamino-propenal). Reaction SMILES: C([O:3][CH:4](OCC)[CH2:5][O:6][C:7]1[CH:12]=[CH:11][CH:10]=[CH:9][CH:8]=1)C.O=P(Cl)(Cl)Cl.[CH3:21][N:22]([CH:24]=O)[CH3:23]>>[O:6]([C:5](=[CH:21][N:22]([CH3:24])[CH3:23])[CH:4]=[O:3])[C:7]1[CH:12]=[CH:11][CH:10]=[CH:9][CH:8]=1. Procedure details: An appropriate phenol or substituted phenol (i.e., a compound suitable for forming the Y2 substituent of formula I) is reacted with a molar excess of chloroacetaldehyde diethyl acetal (ClCH2CH(OCH2CH3)2) in the presence of potassium hydroxide to form a phenoxyacetaldehyde diethyl acetal. This procedure is taught by Lipinski et al., J. Med. Chem., 23, 1026 (1980) which is incorporated herein by reference. The phenoxyacetaldehyde diethyl acetal is then added to a mixture containing POCl3 and DMF a...